This data is from the Open Reaction Database (ORD), a public repository of structured organic reaction records. The task is: describe an organic reaction: reactants, conditions, products, and yield The reactants are O=C([O-])O, ClCCl, COc1ccc(CNc2nc(SC)nc(N3CCC(O)CC3)c2C(=O)OCCOCc2ccccc2)cc1Cl, O=C(OO)c1cccc(Cl)c1, [Na+]. Product: COc1ccc(CNc2nc(S(C)=O)nc(N3CCC(O)CC3)c2C(=O)OCCOCc2ccccc2)cc1Cl. As a reaction SMILES: [C:54](=[O:55])([O-:56])[OH:57].[CH2:51]([Cl:52])[Cl:53].[Cl:1][c:2]1[cH:3][c:4]([CH2:5][NH:6][c:7]2[n:8][c:9]([S:33][CH3:34])[n:10][c:11]([N:26]3[CH2:27][CH2:28][CH:29]([OH:32])[CH2:30][CH2:31]3)[c:12]2[C:13](=[O:14])[O:15][CH2:16][CH2:17][O:18][CH2:19][c:20]2[cH:21][cH:22][cH:23][cH:24][cH:25]2)[cH:35][cH:36][c:37]1[O:38][CH3:39].[Cl:40][c:41]1[cH:42][cH:43][cH:44][c:45]([C:46]([O:47][OH:49])=[O:48])[cH:50]1.[Na+:58]>>[Cl:1][c:2]1[cH:3][c:4]([CH2:5][NH:6][c:7]2[n:8][c:9]([S:33]([CH3:34])=[O:48])[n:10][c:11]([N:26]3[CH2:27][CH2:28][CH:29]([OH:32])[CH2:30][CH2:31]3)[c:12]2[C:13](=[O:14])[O:15][CH2:16][CH2:17][O:18][CH2:19][c:20]2[cH:21][cH:22][cH:23][cH:24][cH:25]2)[cH:35][cH:36][c:37]1[O:38][CH3:39]. Product: Cl.NC1=CC=C(OCC(=O)N[C@@H](CC(N)=O)C(=O)N[C@H]([C@@H](C(=O)N2[C@H](C(=O)NC(C)(C)C)CCC2)O)CC2=CC=CC=C2)C=C1 (1-{(2S,3S)-3-[N2 -(4-Aminophenoxyacetyl)-L-asparaginyl)amino-2-hydroxy-4-phenylbutyryl]-N-t-butyl-L-prolinamide hydrochloride). Reagents/catalysts: [Pd] (palladium on charcoal). Procedure details: 0.16 ml (0.16 mmol) of 1N aqueous hydrochloric acid was added to a solution of 105 mg (0.14 mmol) of 1-[(2S,3S)-3-{N2 -[4-(benzyloxycarbonylamino)phenoxyacetyl]-L-asparaginyl}amino-2-hydroxy-4-phenylbutyryl]-N-t-butyl-L-prolinamide (prepared as described in Example 16) in 5 ml of methanol, and the mixture was stirred for 2.5 hours in the presence of 70 mg of palladium on charcoal and under an atmosphere of hydrogen. At the end of this time, the catalyst was removed by filtration, and then the so... The solvent is CO (methanol). Yield: 98.2%. The reactants are Cl (hydrochloric acid), C(C1=CC=CC=C1)OC(=O)NC1=CC=C(OCC(=O)N[C@@H](CC(N)=O)C(=O)N[C@H]([C@@H](C(=O)N2[C@H](C(=O)NC(C)(C)C)CCC2)O)CC2=CC=CC=C2)C=C1 (1-[(2S,3S)-3-{N2 -[4-(Benzyloxycarbonylamino)phenoxyacetyl]-L-asparaginyl}amino-2-hydroxy-4-phenylbutyryl]-N-t-butyl-L-prolinamide). RXN SMILES: [ClH:1].C(OC([NH:12][C:13]1[CH:55]=[CH:54][C:16]([O:17][CH2:18][C:19]([NH:21][C@H:22]([C:27]([NH:29][C@@H:30]([CH2:47][C:48]2[CH:53]=[CH:52][CH:51]=[CH:50][CH:49]=2)[C@H:31]([OH:46])[C:32]([N:34]2[CH2:45][CH2:44][CH2:43][C@H:35]2[C:36]([NH:38][C:39]([CH3:42])([CH3:41])[CH3:40])=[O:37])=[O:33])=[O:28])[CH2:23][C:24](=[O:26])[NH2:25])=[O:20])=[CH:15][CH:14]=1)=O)C1C=CC=CC=1>CO.[Pd]>[ClH:1].[NH2:12][C:13]1[CH:14]=[CH:15][C:16]([O:17][CH2:18][C:19]([NH:21][C@H:22]([C:27]([NH:29][C@@H:30]([CH2:47][C:48]2[CH:53]=[CH:52][CH:51]=[CH:50][CH:49]=2)[C@H:31]([OH:46])[C:32]([N:34]2[CH2:45][CH2:44][CH2:43][C@H:35]2[C:36]([NH:38][C:39]([CH3:42])([CH3:41])[CH3:40])=[O:37])=[O:33])=[O:28])[CH2:23][C:24](=[O:26])[NH2:25])=[O:20])=[CH:54][CH:55]=1 |f:4.5|. The reactants are [Al+3].[Cl-].[Cl-].[Cl-] (AlCl3), FC=1C=C(C(=O)O)C=CC1 (3-fluorobenzoic acid), S(=O)(Cl)Cl (thionyl chloride), ClC1=CC=CC=C1 (Chlorobenzene), [Cl-].[Cl-].[Cl-].[Al+3] (aluminum trichloride), Cl (HCl). Run in CN(C)C=O (DMF). Run at time 1 hour. Product: ClC1=CC=C(C=C1)C(=O)C1=CC(=CC=C1)F ((4-Chloro-phenyl)-(3-fluoro-phenyl)-methanone). RXN SMILES: [F:1][C:2]1[CH:3]=[C:4]([CH:8]=[CH:9][CH:10]=1)[C:5]([OH:7])=O.S(Cl)(Cl)=O.[Cl:15][C:16]1[CH:21]=[CH:20][CH:19]=[CH:18][CH:17]=1.[Cl-].[Cl-].[Cl-].[Al+3].Cl>CN(C=O)C>[Cl:15][C:16]1[CH:21]=[CH:20][C:19]([C:5]([C:4]2[CH:8]=[CH:9][CH:10]=[C:2]([F:1])[CH:3]=2)=[O:7])=[CH:18][CH:17]=1 |f:3.4.5.6|. Procedure: In an oven dried flask was added 3-fluorobenzoic acid (1.00 g, 7.14 mmol), thionyl chloride (3 mL, 41.1 mmol) and a drop of DMF and the reaction was refluxed for 2 h. The excess thionyl chloride was then distilled off and the residual thionyl chloride was removed on the pump. Chlorobenzene (5 mL, 50 mmol) and aluminum trichloride (1.050 g, 7.85 mmol) were added to the reaction mixture. The reaction mixture turned yellow in color on addition of AlCl3. The reaction mixture was stirred at room temp... Reactants: CCOC(=O)C (EtOAc), C(CCC)C(=C(CCCC)CCCC)[Sn] (tributylvinyltin), [Ph3P]4Pd(0), BrC1=CC=C2C=CN=C(C2=C1)O[C@@H]1C[C@H](N(C1)C(=O)OC(C)(C)C)C(=O)OC (1-tert-butyl 2-methyl (2S,4R)-4-[(7-bromoisoquinolin-1-yl)oxy]pyrrolidine-1,2-dicarboxylate). Run in C1(=CC=CC=C1)C (toluene). Reaction conditions: temperature 100 celsius, time 2 hour. Product: C(=C)C1=CC=C2C=CN=C(C2=C1)O[C@@H]1C[C@H](N(C1)C(=O)OC(C)(C)C)C(=O)OC (1-tert-butyl 2-methyl (2S,4R)-4-[(7-vinylisoquinolin-1-yl)oxy]pyrrolidine-1,2-dicarboxylate). RXN SMILES: Br[C:2]1[CH:11]=[C:10]2[C:5]([CH:6]=[CH:7][N:8]=[C:9]2[O:12][C@H:13]2[CH2:17][N:16]([C:18]([O:20][C:21]([CH3:24])([CH3:23])[CH3:22])=[O:19])[C@H:15]([C:25]([O:27][CH3:28])=[O:26])[CH2:14]2)=[CH:4][CH:3]=1.[CH2:29](C([Sn])=C(CCCC)CCCC)[CH2:30]CC.CCOC(C)=O>C1(C)C=CC=CC=1>[CH:29]([C:2]1[CH:11]=[C:10]2[C:5]([CH:6]=[CH:7][N:8]=[C:9]2[O:12][C@H:13]2[CH2:17][N:16]([C:18]([O:20][C:21]([CH3:22])([CH3:23])[CH3:24])=[O:19])[C@H:15]([C:25]([O:27][CH3:28])=[O:26])[CH2:14]2)=[CH:4][CH:3]=1)=[CH2:30] |^1:30|. Procedure: Aryl bromide from Step 1 was dissolved in toluene (about 0.15 mM solution) and treated with tributylvinyltin (1.5 eq) and [Ph3P]4Pd(0) (0.05 eq). The reaction mixture was stirred at 100° C. under N2 atmosphere for 2 h. After cooling to RT, the reaction mixture was poured into EtOAc and washed with brine. The organic phase was separated, dried (Na2SO4) and concentrated under reduced pressure. The residue was purified by flash chromatography (SiO2, PE/EtOAc 8/2 v/v as eluent) to give the title com...